From a dataset of the Open Reaction Database (ORD), a public repository of structured organic reaction records. describe an organic reaction: reactants, conditions, products, and yield The reactants are FC1=C(C=O)C=CC(=C1)C (2-fluoro-4-methylbenzaldehyde), BrC1=NC=CC(=C1)C (2-bromo-4-methylpyridine), solution, C(CCC)[Li] (butyllithium). Run in C(C)OCC (diethyl ether), hexanes. Yields the product FC1=C(C=CC(=C1)C)C(O)C1=NC=CC(=C1)C ((2-fluoro-4-methylphenyl)(4-methyl-pyridin-2-yl)methanol). As a reaction SMILES: Br[C:2]1[CH:7]=[C:6]([CH3:8])[CH:5]=[CH:4][N:3]=1.C([Li])CCC.[F:14][C:15]1[CH:22]=[C:21]([CH3:23])[CH:20]=[CH:19][C:16]=1[CH:17]=[O:18]>C(OCC)C>[F:14][C:15]1[CH:22]=[C:21]([CH3:23])[CH:20]=[CH:19][C:16]=1[CH:17]([C:2]1[CH:7]=[C:6]([CH3:8])[CH:5]=[CH:4][N:3]=1)[OH:18]. Procedure details: To a solution of 2-bromo-4-methylpyridine (600 mg) in diethyl ether (20 mL) at −78° C. is added a 2.3M solution of butyllithium in hexanes (1.52 mL). After stirring at this temperature for 1 hour 2-fluoro-4-methylbenzaldehyde is added and the mixture allowed to warm at room temperature. The reaction mixture is then hydrolyzed with diluted aqueous hydrochloric acid, washed with diethyl ether, basified with concentrated sodium hydroxide and extracted with diethyl ether. The pooled organic extracts... The reactants are BrC1=CC(=C(C=C1)O)OC (4-Bromo-2-methoxyphenol), FC=1C=C(C=CC1)B(O)O (3-fluorobenzeneboronic acid), TEA, cupric acetate, C(Cl)Cl (DCM). Reaction conditions: time 48 hour. Yields the product BrC1=CC(=C(C=C1)OC1=CC(=CC=C1)F)OC (4-Bromo-1-(3-fluorophenoxy)-2-methoxybenzene). RXN SMILES: [Br:1][C:2]1[CH:7]=[CH:6][C:5]([OH:8])=[C:4]([O:9][CH3:10])[CH:3]=1.[F:11][C:12]1[CH:13]=[C:14](B(O)O)[CH:15]=[CH:16][CH:17]=1.C(Cl)Cl>>[Br:1][C:2]1[CH:7]=[CH:6][C:5]([O:8][C:16]2[CH:15]=[CH:14][CH:13]=[C:12]([F:11])[CH:17]=2)=[C:4]([O:9][CH3:10])[CH:3]=1. Reported procedure: 4-Bromo-2-methoxyphenol (1.4 g, 0.0071 mol), 3-fluorobenzeneboronic acid (500 mg, 0.004 mol), TEA (3.0 mL, 0.021 mol), cupric acetate (1.0 g, 0.0057 mol) and DCM (40 mL, 0.6 mol) were added to a 100 mL oven dried flask and the reaction was stirred at rt for 48 h. Reaction mixture was then filtered through celite. The filtrate was concentrated in vacuo to give a residue which was purified by silica gel chromatography, eluting with 5% EtOAc in hexane. 1H NMR (400 MHz, CDCl3): δ=3.71 (s, 3H), 6.52 ... Starting materials: Cc1cc(Br)ncc1C(Sc1ccc(F)cc1)c1cc(F)ccc1F, [Li]CCCC, CCCCCC, CN(C)C=O, Cc1ccccc1, CCOC(C)=O, O. The product is Cc1cc(C=O)ncc1C(Sc1ccc(F)cc1)c1cc(F)ccc1F. As a reaction SMILES: [Br:12][c:13]1[n:14][cH:15][c:16]([CH:20]([S:21][c:22]2[cH:23][cH:24][c:25]([F:28])[cH:26][cH:27]2)[c:29]2[c:30]([F:36])[cH:31][cH:32][c:33]([F:35])[cH:34]2)[c:17]([CH3:19])[cH:18]1.[CH2:7]([Li:8])[CH2:9][CH2:10][CH3:11].[CH3:1][CH2:2][CH2:3][CH2:4][CH2:5][CH3:6].[CH3:37][N:38]([CH:39]=[O:40])[CH3:41].[CH3:42][c:43]1[cH:44][cH:45][cH:46][cH:47][cH:48]1.[CH3:49][CH2:50][O:51][C:52](=[O:53])[CH3:54].[OH2:55]>>[c:13]1([CH:39]=[O:40])[n:14][cH:15][c:16]([CH:20]([S:21][c:22]2[cH:23][cH:24][c:25]([F:28])[cH:26][cH:27]2)[c:29]2[c:30]([F:36])[cH:31][cH:32][c:33]([F:35])[cH:34]2)[c:17]([CH3:19])[cH:18]1. Starting materials: ClC1=CC=C(C=N1)C(=O)N1CCN(CC1)C ((6-Chloro-pyridin-3-yl)-(4-methyl-piperazin-1-yl)-methanone), NC=1C(N(C=C(C1)Br)C)=O (3-Amino-5-bromo-1-methyl-1H-pyridin-2-one), [H-].[Na+] (sodium hydride). Solvent: CN(C=O)C (dimethylformamide). Conditions: time 18 hour. Yields the product BrC=1C=C(C(N(C1)C)=O)NC1=NC=C(C=C1)C(=O)N1CCN(CC1)C (5-Bromo-1-methyl-3-[5-(4-methyl-piperazine-1-carbonyl)-pyridin-2-ylamino]-1H-pyridin-2-one). Yield: 26.0%. Reaction SMILES: Cl[C:2]1[N:7]=[CH:6][C:5]([C:8]([N:10]2[CH2:15][CH2:14][N:13]([CH3:16])[CH2:12][CH2:11]2)=[O:9])=[CH:4][CH:3]=1.[NH2:17][C:18]1[C:19](=[O:26])[N:20]([CH3:25])[CH:21]=[C:22]([Br:24])[CH:23]=1.[H-].[Na+]>CN(C)C=O>[Br:24][C:22]1[CH:23]=[C:18]([NH:17][C:2]2[CH:3]=[CH:4][C:5]([C:8]([N:10]3[CH2:15][CH2:14][N:13]([CH3:16])[CH2:12][CH2:11]3)=[O:9])=[CH:6][N:7]=2)[C:19](=[O:26])[N:20]([CH3:25])[CH:21]=1 |f:2.3|. Reported procedure: To a solution of (6-Chloro-pyridin-3-yl)-(4-methyl-piperazin-1-yl)-methanone (2.00 g, 7.46 mmol) in 10 mL dimethylformamide was added 3-Amino-5-bromo-1-methyl-1H-pyridin-2-one (1.80 g, 8.95 mmol) and sodium hydride (537 mg, 22.4 mmol). After stirring for 18 hours, this was quenched with water. This was extracted with ethylacetate. The ethylacetate layer was dried over anhydrous sodium sulfate, concentrated in vacuo, and purified by flash chromatography (gradient elution 0 to 5% methanol/dichloro... The reactants are Cc1cc(C)cc(O)c1, O=C(Cl)C(Cl)c1ccccc1, [H-], [Na+], CN(C)C=O, O. Product: Cc1cc(C)cc(OC(=O)C(Cl)c2ccccc2)c1. Reaction SMILES: [CH3:3][c:4]1[cH:5][c:6]([CH3:7])[cH:8][c:9]([OH:10])[cH:11]1.[Cl:12][CH:13]([C:14](=[O:15])[Cl:16])[c:17]1[cH:18][cH:19][cH:20][cH:21][cH:22]1.[H-:1].[Na+:2].[O:24]=[CH:25][N:26]([CH3:27])[CH3:28].[OH2:23]>>[CH3:3][c:4]1[cH:5][c:6]([CH3:7])[cH:8][c:9]([O:10][C:14]([CH:13]([Cl:12])[c:17]2[cH:18][cH:19][cH:20][cH:21][cH:22]2)=[O:15])[cH:11]1. The reactants are C(C)(=O)NC1CC(OC(=C1C(=O)OC)C)(OC)OC (methyl 4-acetylamino-2,2-dimethoxy-6-methyl-3,4-dihydro-2H-pyran-5-carboxylate), O (water), Cl (HCl). Run in CO (methanol). The yield is 34.8%. Reported procedure: To a solution of methyl 4-acetylamino-2,2-dimethoxy-6-methyl-3,4-dihydro-2H-pyran-5-carboxylate (13.7 g) (Example 23) in methanol (100 ml) at 20°-25° C. was added water (4.0 ml) and 1N HCl (0.4 ml). The mixture was stirred at 20°-25° C. for five hours, then the solvents were evaporated at reduced pressure and the residual gum (13 g) was redissolved in trifluoroacetic acid (100 ml), to which was added methylene chloride (25 ml) and triethylsilane (25 ml). The mixture was stirred at 20°-25° C. for... Yields the product O=C1OC(C(C(C1)NC(C)=O)C(=O)OC)C (methyl 2-oxo-4-acetylamino-6-methyl-3,4,5,6-tetrahydro-2H-pyran-5-carboxylate). Conditions: time 5 hour. As a reaction SMILES: [C:1]([NH:4][CH:5]1[C:10]([C:11]([O:13][CH3:14])=[O:12])=[C:9]([CH3:15])[O:8][C:7](OC)([O:16]C)[CH2:6]1)(=[O:3])[CH3:2].O.Cl>CO>[O:16]=[C:7]1[CH2:6][CH:5]([NH:4][C:1](=[O:3])[CH3:2])[CH:10]([C:11]([O:13][CH3:14])=[O:12])[CH:9]([CH3:15])[O:8]1.